From a dataset of the Open Reaction Database (ORD), a public repository of structured organic reaction records. describe an organic reaction: reactants, conditions, products, and yield Reactants: ClC1=CC=C(CNC(=O)C=2C=NC3=C(C=C(C=C3C2O)CN2CCOCC2)F)C=C1 (N-(4-chlorobenzyl)-8-fluoro-4-hydroxy-6-(4-morpholinylmethyl)-3-quinolinecarboxamide), O (H2O), CI (CH3I), C(=O)([O-])[O-].[K+].[K+] (K2CO3). Run in CN(C)C=O (DMF). Run at time 30 minute. Yields the product ClC1=CC=C(CNC(=O)C2=CN(C3=C(C=C(C=C3C2=O)CN2CCOCC2)F)C)C=C1 (N-(4-chlorobenzyl)-8-fluoro-1-methyl-6-(4-morpholinylmethyl)-4-oxo-1,4-dihydro-3-quinolinecarboxamide). RXN SMILES: [Cl:1][C:2]1[CH:30]=[CH:29][C:5]([CH2:6][NH:7][C:8]([C:10]2[CH:11]=[N:12][C:13]3[C:18]([C:19]=2[OH:20])=[CH:17][C:16]([CH2:21][N:22]2[CH2:27][CH2:26][O:25][CH2:24][CH2:23]2)=[CH:15][C:14]=3[F:28])=[O:9])=[CH:4][CH:3]=1.[C:31]([O-])([O-])=O.[K+].[K+].CI.O>CN(C=O)C>[Cl:1][C:2]1[CH:30]=[CH:29][C:5]([CH2:6][NH:7][C:8]([C:10]2[C:19](=[O:20])[C:18]3[C:13](=[C:14]([F:28])[CH:15]=[C:16]([CH2:21][N:22]4[CH2:27][CH2:26][O:25][CH2:24][CH2:23]4)[CH:17]=3)[N:12]([CH3:31])[CH:11]=2)=[O:9])=[CH:4][CH:3]=1 |f:1.2.3|. Procedure details: To a solution of N-(4-chlorobenzyl)-8-fluoro-4-hydroxy-6-(4-morpholinylmethyl)-3-quinolinecarboxamide, (can be prepared according to the procedure described in PCT patent application, W099/32450) (147 mg) in anhydrous DMF (3 mL) is added K2CO3 (71.2 mg) followed by CH3I (0.026 mL). The reaction mixture is stirred at room temperature for 30 min, then poured into H2O (40 mL) to precipitate the product. The solid is collected, adsorbed onto silica, and chromatographed (1% MeOH in CH2Cl2 (2L)). Frac... Starting materials: C[S+](C)(C)=O, O=C1CCC2(CC1)CCN(c1ccc(OCC(F)(F)F)cc1)C2=O, [I-]. Yields the product O=C1N(c2ccc(OCC(F)(F)F)cc2)CCC12CCC1(CC2)CO1. Reaction SMILES: [CH3:26][S+:27]([CH3:28])([CH3:29])=[O:30].[F:1][C:2]([CH2:3][O:4][c:5]1[cH:6][cH:7][c:8]([N:11]2[C:12](=[O:22])[C:13]3([CH2:14][CH2:15]2)[CH2:16][CH2:17][C:18](=[O:21])[CH2:19][CH2:20]3)[cH:9][cH:10]1)([F:23])[F:24].[I-:25]>>[F:1][C:2]([CH2:3][O:4][c:5]1[cH:6][cH:7][c:8]([N:11]2[C:12](=[O:22])[C:13]3([CH2:14][CH2:15]2)[CH2:16][CH2:17][C:18]2([CH2:19][CH2:20]3)[O:21][CH2:26]2)[cH:9][cH:10]1)([F:23])[F:24]. Run in CCCCCC.C(C)(=O)OCC (hexane ethyl acetate). Reactants: BrC=1SC=C(N1)C=O (2-bromo-4-thiazole carboxaldehyde), C(#C)[Mg]Br (ethynyl magnesium bromide). Yields the product BrC=1SC=C(N1)C(O)C#C (2-bromo α-ethynyl 4-thiazolemethanol). Procedure: Using the procedure of Example 1, 2-bromo-4-thiazole carboxaldehyde and ethynyl magnesium bromide were reacted to obtain the desired product with a Rf=0.17 [hexane-ethyl acetate (7-3)]. RXN SMILES: [Br:1][C:2]1[S:3][CH:4]=[C:5]([CH:7]=[O:8])[N:6]=1.[C:9]([Mg]Br)#[CH:10]>CCCCCC.C(OCC)(=O)C>[Br:1][C:2]1[S:3][CH:4]=[C:5]([CH:7]([C:9]#[CH:10])[OH:8])[N:6]=1 |f:2.3|. Reactants: C=1C=CC2=C(C1)N=NN2O (HOBT), CCN=C=NCCCN(C)C.Cl (EDCI.HCl), CCN(C(C)C)C(C)C (DIPEA), OC1=CC=C(C=C1)CC(=O)NCC(=O)O ([2-(4-Hydroxy-phenyl)-acetyl amino]-acetic acid), CN(C)C=O (DMF), Cl.N1(CCNCC1)C(=O)C1=C(C=CC=C1)C(F)(F)F (piperazine-1-yl-(2-trifluoromethyl-phenyl)-methanone hydrochloride). Run in O (Water). Conditions: time 2 minute. Product: FC(C(=O)O)(F)F (Trifluoroacetic acid), B-Acetonitrile, OC1=CC=C(C=C1)CC(=O)NCC(N1CCN(CC1)C(C1=C(C=CC=C1)C(F)(F)F)=O)=O (2-(4-hydroxy-phenyl) N-{2-oxo-2-[4-(2-trifluoromethyl-benzoyl)-piperazin-1-yl]-ethyl}-acetamide). The yield is 45.0%. RXN SMILES: CCN(C(C)C)C(C)C.[OH:10][C:11]1[CH:16]=[CH:15][C:14]([CH2:17][C:18]([NH:20][CH2:21][C:22]([OH:24])=O)=[O:19])=[CH:13][CH:12]=1.C1C=CC2N([OH:34])N=NC=2C=1.CCN=C=NCCCN(C)C.Cl.Cl.[N:48]1([C:54]([C:56]2[CH:61]=[CH:60][CH:59]=[CH:58][C:57]=2[C:62]([F:65])([F:64])[F:63])=[O:55])[CH2:53][CH2:52][NH:51][CH2:50][CH2:49]1.CN([CH:69]=[O:70])C>O>[F:63][C:62]([F:65])([F:64])[C:69]([OH:70])=[O:34].[OH:10][C:11]1[CH:12]=[CH:13][C:14]([CH2:17][C:18]([NH:20][CH2:21][C:22](=[O:24])[N:51]2[CH2:52][CH2:53][N:48]([C:54](=[O:55])[C:56]3[CH:61]=[CH:60][CH:59]=[CH:58][C:57]=3[C:62]([F:65])([F:63])[F:64])[CH2:49][CH2:50]2)=[O:19])=[CH:15][CH:16]=1 |f:3.4,5.6|. Procedure details: DIPEA (0.407 g, 0.545 mL, 3.15 mmol) was added to a stirred solution of [2-(4-Hydroxy-phenyl)-acetyl amino]-acetic acid (55 mg, 0.26 mmol) in DMF (5 mL). HOBT (39 mg, 2.8 mmol) and EDCI.HCl (110 mg, 0.57 mmol) were added at room temperature. After 2 minutes, piperazine-1-yl-(2-trifluoromethyl-phenyl)-methanone hydrochloride (85.2 mg, 0.29 mmol) was added. The resulting mixture was stirred at room temperature overnight. Water was then added, and the product was extracted with EtOAc. The organic l... Starting materials: compound I, Cl (hydrochloric acid), NC1=C(C=CC(=C1)N)OC (2,4-diaminoanisole), C(C)(=O)OC(C)=O (acetic anhydride). Run in O (water). Yields the product CC(=O)NC1=CC(=C(C=C1)OC)N (3-amino-4-methoxyacetanilide). The yield is 75.0%. As a reaction SMILES: [NH2:1][C:2]1[CH:7]=[C:6]([NH2:8])[CH:5]=[CH:4][C:3]=1[O:9][CH3:10].[C:11](OC(=O)C)(=[O:13])[CH3:12].Cl>O>[CH3:12][C:11]([NH:8][C:6]1[CH:5]=[CH:4][C:3]([O:9][CH3:10])=[C:2]([NH2:1])[CH:7]=1)=[O:13]. Procedure: Other aqueous processes of acylation have been taught to yield the single desired isomer compound I where R is --CH3 and --XR1 is --COCH3, but at lower yield. German 1,543,625, Example 1, teaches the acylation of freshly-distilled 2,4-diaminoanisole with acetic anhydride in water solution, without the addition of hydrochloric acid, to give 3-amino-4-methoxyacetanilide in 75% yield before recrystallization. Publication, Board of Federal Intelligence Agency, P.B. 74 051, p. 33 teaches a similar co... Starting materials: C1(=CC(=CC=C1)Cl)C (m-toluyl chloride), Cl.C(C)(C)(C)NCC(=O)C1=CC(=C(C=C1)OC=1C=C(C=CC1)C)OC=1C=C(C=CC1)C (3,4-bis(m-toluyloxy)phenyl tert-butylaminomethyl ketone hydrochloride), Cl (hydrochloride). The product is Cl.C1(=CC(=CC=C1)OC=1C=C(C(CNC(C)(C)C)O)C=CC1OC=1C=C(C=CC1)C)C (3,4-bis(m-toluyloxy)-alpha-(tert-butylaminomethyl)benzyl alcohol hydrochloride). RXN SMILES: C1(C)C=CC=C([Cl:7])C=1.Cl.[C:10]([NH:14][CH2:15][C:16]([C:18]1[CH:23]=[CH:22][C:21]([O:24][C:25]2[CH:26]=[C:27]([CH3:31])[CH:28]=[CH:29][CH:30]=2)=[C:20]([O:32][C:33]2[CH:34]=[C:35]([CH3:39])[CH:36]=[CH:37][CH:38]=2)[CH:19]=1)=[O:17])([CH3:13])([CH3:12])[CH3:11].Cl>>[ClH:7].[C:35]1([CH3:39])[CH:36]=[CH:37][CH:38]=[C:33]([O:32][C:20]2[CH:19]=[C:18]([CH:23]=[CH:22][C:21]=2[O:24][C:25]2[CH:26]=[C:27]([CH3:31])[CH:28]=[CH:29][CH:30]=2)[CH:16]([OH:17])[CH2:15][NH:14][C:10]([CH3:13])([CH3:12])[CH3:11])[CH:34]=1 |f:1.2,4.5|. Procedure: Following a procedure similar to that described above in Example 111 but using m-toluyl chloride instead of o-toluyl chloride, there was obtained 14 g. of 3,4-bis(m-toluyloxy)phenyl tert-butylaminomethyl ketone hydrochloride as a white crystalline solid which melted at 215°-218° C. When 19 g. of this hydrochloride (5 g. of which was obtained from a second run) was catalytically hydrogenated, using a procedure similar to that described above in Example 30B, there was obtained 3,4-bis(m-toluyloxy)... Run in CC(=O)C (acetone), CC(=O)C (acetone). Reaction SMILES: Cl.[NH2:2][C:3]([NH2:5])=[NH:4].[OH-].[Na+].NC(N)=N.S([O-])([O-])(=O)=O.[Na+].[Na+].[CH2:19]([O:26][C:27]1[C:28]([Cl:37])=[C:29]([N:34]=[C:35]=[O:36])[C:30]([Cl:33])=[CH:31][CH:32]=1)[C:20]1[CH:25]=[CH:24][CH:23]=[CH:22][CH:21]=1>CC(C)=O>[CH2:19]([O:26][C:27]1[C:28]([Cl:37])=[C:29]([NH:34][C:35]([NH:4][C:3](=[NH:5])[NH2:2])=[O:36])[C:30]([Cl:33])=[CH:31][CH:32]=1)[C:20]1[CH:21]=[CH:22][CH:23]=[CH:24][CH:25]=1 |f:0.1,2.3,5.6.7|. Starting materials: Cl.NC(=N)N (Guanidine hydrochloride), S(=O)(=O)([O-])[O-].[Na+].[Na+] (sodium sulfate), [OH-].[Na+] (sodium hydroxide), NC(=N)N (guanidine), C(C1=CC=CC=C1)OC=1C(=C(C(=CC1)Cl)N=C=O)Cl (3-Benzyloxy- 2,6-dichlorophenylisocyanate). Yields the product C(C1=CC=CC=C1)OC=1C(=C(C(=CC1)Cl)NC(=O)NC(N)=N)Cl (3-Benzyloxy-2,6-dichlorophenyl-3-amidinourea). Reported procedure: Guanidine hydrochloride (7.8 g) is suspended in acetone (150 ml). A 50% aqueous sodium hydroxide solution (6.53 g) is added to the guanidine suspension. The mixture is stirred for one and one-half hours, after which 15 g anhydrous sodium sulfate are added and the reaction mixture stirred vigorously for an additional hour. The isocyanate obtained in Step 5 above (8.0 g) is dissolved and suspended in 50 ml acetone. This suspension is added to the reaction mixture over a period of one hour fifteen ... The reactants are C(CCCC)C1CCC(CC1)C1CCC(CC1)CC=O (4-(4-pentylcyclohexyl)cyclohexylacetoaldehyde), C1(=CC=CC=C1)P(C1=CC=CC=C1)C1=CC=CC=C1 (triphenylphosphine), C(CC)C1=CC=C(CCBr)C=C1 (4-propylphenethylbromide), C(CC)C1=CC=C(CCO)C=C1 (4-propylphenethyl alcohol), CC(C)([O-])C.[K+] (potassium-t-butoxide), crystals. Run in C1CCOC1 (THF), C=1(C(=CC=CC1)C)C (xylene), C1CCOC1 (THF), CCOCC (ether). Product: C(CC)C1=CC=C(C=C1)\C=C/CCC1CCC(CC1)C1CCC(CC1)CCCCC (1-(4-propylphenyl)-4-(4-(4-pentylcyclohexyl)cyclohexyl)-2Z-butene). The yield is 50.0%. As a reaction SMILES: C1(P(C2C=CC=CC=2)C2C=CC=CC=2)C=CC=CC=1.[CH2:20]([C:23]1[CH:31]=[CH:30][C:26]([CH2:27][CH2:28]Br)=[CH:25][CH:24]=1)[CH2:21][CH3:22].C(C1C=CC(CCO)=CC=1)CC.CC(C)([O-])C.[K+].[CH2:50]([CH:55]1[CH2:60][CH2:59][CH:58]([CH:61]2[CH2:66][CH2:65][CH:64]([CH2:67][CH:68]=O)[CH2:63][CH2:62]2)[CH2:57][CH2:56]1)[CH2:51][CH2:52][CH2:53][CH3:54]>C1COCC1.CCOCC.C1(C)C(C)=CC=CC=1>[CH2:20]([C:23]1[CH:31]=[CH:30][C:26](/[CH:27]=[CH:28]\[CH2:68][CH2:67][CH:64]2[CH2:65][CH2:66][CH:61]([CH:58]3[CH2:57][CH2:56][CH:55]([CH2:50][CH2:51][CH2:52][CH2:53][CH3:54])[CH2:60][CH2:59]3)[CH2:62][CH2:63]2)=[CH:25][CH:24]=1)[CH2:21][CH3:22] |f:3.4|. Procedure: Into a flask, were placed triphenylphosphine (2.3 g, 8.8 mmol) and 4-propylphenethylbromide (2.0 g, 8.8 mmol) prepared from 4-propylphenethyl alcohol, followed by adding and dissolving xylene (10 ml), heating under reflux for 10 hours, filtering off white crystals of 4-propylphenethyltriphenylphosphoniumbromide deposited after the completion of reaction, drying the obtained white crystals (4.3 g, 8.8 mmol), dissolving the white crystals in THF (10 ml), stirring under ice cooling, adding potassiu...